This data is from the Open Reaction Database (ORD), a public repository of structured organic reaction records. The task is: describe an organic reaction: reactants, conditions, products, and yield Starting materials: N[C@@H](CC=1C=C2C=C(NC2=CC1)C(=O)OC)C (methyl 5-[(2R)-2-aminopropyl]-1H-indole-2-carboxylate), C(C1=CC=CC=C1)OC1=C(C=C(C=C1)[C@H](CBr)O[Si](C)(C)C(C)(C)C)CO ([2-(benzyloxy)-5-((1R)-2-bromo-1-{[tert-butyl(dimethyl)silyl] oxy}ethyl)phenyl]methanol). Solvent: ClCCl (dichloromethane), ClCCl (dichloromethane). Run at time 16 hour. Yields the product N (ammonia), C(C1=CC=CC=C1)OC1=C(C=C(C=C1)[C@H](CN[C@@H](CC=1C=C2C=C(NC2=CC1)C(=O)OC)C)O[Si](C)(C)C(C)(C)C)CO (Methyl 5-{(2R)-2-[((2R)-2-[4-(benzyloxy)-3-(hydroxymethyl)phenyl]-2-{[tertbutyl(dimethyl)silyl]oxy}ethyl)amino]propyl}-1H-indole-2-carboxylate). Yield: 60.2%. As a reaction SMILES: [NH2:1][C@H:2]([CH3:17])[CH2:3][C:4]1[CH:5]=[C:6]2[C:10](=[CH:11][CH:12]=1)[NH:9][C:8]([C:13]([O:15][CH3:16])=[O:14])=[CH:7]2.[CH2:18]([O:25][C:26]1[CH:31]=[CH:30][C:29]([C@@H:32]([O:35][Si:36]([C:39]([CH3:42])([CH3:41])[CH3:40])([CH3:38])[CH3:37])[CH2:33]Br)=[CH:28][C:27]=1[CH2:43][OH:44])[C:19]1[CH:24]=[CH:23][CH:22]=[CH:21][CH:20]=1>ClCCl>[NH3:1].[CH2:18]([O:25][C:26]1[CH:31]=[CH:30][C:29]([C@@H:32]([O:35][Si:36]([C:39]([CH3:41])([CH3:40])[CH3:42])([CH3:37])[CH3:38])[CH2:33][NH:1][C@H:2]([CH3:17])[CH2:3][C:4]2[CH:5]=[C:6]3[C:10](=[CH:11][CH:12]=2)[NH:9][C:8]([C:13]([O:15][CH3:16])=[O:14])=[CH:7]3)=[CH:28][C:27]=1[CH2:43][OH:44])[C:19]1[CH:20]=[CH:21][CH:22]=[CH:23][CH:24]=1. Reported procedure: A solution of methyl 5-[(2R)-2-aminopropyl]-1H-indole-2-carboxylate (Preparation 14, 5.00 g, 21.5 mmol) and [2-(benzyloxy)-5-((1R)-2-bromo-1-{[tert-butyl(dimethyl)silyl] oxy}ethyl)phenyl]methanol (Preparation 20, 4.86 g, 10.8 mmol) in dichloromethane (50 ml) was heated to 90° C. allowing the dichloromethane to evaporate gradually. The resulting melt was left at 90° C. for 16 h under nitrogen. The reaction mixture was then cooled to room temperature and the resulting solid triturated with dichlor... The reactants are C(#N)C1(CCC2(OCCO2)CC1)NC(OCC1=CC=CC=C1)=O (benzyl 8-cyano-1,4-dioxaspiro[4.5]decan-8-ylcarbamate), NO (hydroxylamine), C(#CC(=O)OCC)C(=O)OCC (diethyl acetylenedicarboxylate). Solvent: CCO (EtOH). Run at temperature 70 celsius, time 48 hour. The product is C(C1=CC=CC=C1)OC(=O)NC1(CCC2(OCCO2)CC1)C=1NOC(N1)(C(=O)OCC)CC(=O)OCC (Ethyl 3-(8-(benzyloxycarbonylamino)-1,4-dioxaspiro[4.5]decan-8-yl)-5-(2-ethoxy-2-oxoethyl)-2,5-dihydro-1,2,4-oxadiazole-5-carboxylate). Yield: 81.3%. As a reaction SMILES: [C:1]([C:3]1([NH:13][C:14](=[O:23])[O:15][CH2:16][C:17]2[CH:22]=[CH:21][CH:20]=[CH:19][CH:18]=2)[CH2:12][CH2:11][C:6]2([O:10][CH2:9][CH2:8][O:7]2)[CH2:5][CH2:4]1)#[N:2].[NH2:24][OH:25].[C:26]([C:33]([O:35][CH2:36][CH3:37])=[O:34])#[C:27][C:28]([O:30][CH2:31][CH3:32])=[O:29]>CCO>[CH2:16]([O:15][C:14]([NH:13][C:3]1([C:1]2[NH:24][O:25][C:27]([CH2:26][C:33]([O:35][CH2:36][CH3:37])=[O:34])([C:28]([O:30][CH2:31][CH3:32])=[O:29])[N:2]=2)[CH2:12][CH2:11][C:6]2([O:10][CH2:9][CH2:8][O:7]2)[CH2:5][CH2:4]1)=[O:23])[C:17]1[CH:22]=[CH:21][CH:20]=[CH:19][CH:18]=1. Reported procedure: A mixture of benzyl 8-cyano-1,4-dioxaspiro[4.5]decan-8-ylcarbamate (37.4 g, 118.33 mmol), hydroxylamine (7.98 mL, 130 mmol, 50 wt % in water) in EtOH (750 mL) was heated at 70° C. for 48 h. The mixture was then cooled to room temperature and treated with diethyl acetylenedicarboxylate (22.73 mL, 142 mmol). After 48 h at room temperature, the reaction mixture was concentrated and the resulting yellow residue was taken up in ethyl acetate (500 mL), washed with water (2×100 mL) followed by brine (1... Reactants: CC(=O)Nc1ccc(O)cc1, O=C([O-])[O-], ClCc1ccc2ccccc2n1, Cl, [K+], [K+], CN(C)C=O. Product: CC(=O)Nc1ccc(OCc2ccc3ccccc3n2)cc1. RXN SMILES: [C:14]([CH3:15])(=[O:16])[NH:17][c:18]1[cH:19][cH:20][c:21]([OH:24])[cH:22][cH:23]1.[C:25](=[O:26])([O-:27])[O-:28].[Cl:2][CH2:3][c:4]1[n:5][c:6]2[cH:7][cH:8][cH:9][cH:10][c:11]2[cH:12][cH:13]1.[ClH:1].[K+:29].[K+:30].[O:31]=[CH:32][N:33]([CH3:34])[CH3:35]>>[CH2:3]([c:4]1[n:5][c:6]2[cH:7][cH:8][cH:9][cH:10][c:11]2[cH:12][cH:13]1)[O:24][c:21]1[cH:20][cH:19][c:18]([NH:17][C:14]([CH3:15])=[O:16])[cH:23][cH:22]1. The reactants are C(C=C)OC1=C(C(=O)OC)C=CC(=C1)OC1CCN(CC1)C(=O)OC(C)(C)C (Methyl 2-allyloxy-4-(1-tertbutyloxycarbonyl-4-piperidinyloxy)benzoate), [OH-].[Na+] (NaOH), C(CC(O)(C(=O)O)CC(=O)O)(=O)O (citric acid). Solvent: CO (methanol). The product is C(C=C)OC1=C(C(=O)O)C=CC(=C1)OC1CCN(CC1)C(=O)OC(C)(C)C (2-allyloxy-4-(1-tertbutyloxycarbonyl-4-piperidinyloxy)benzoic acid). As a reaction SMILES: [CH2:1]([O:4][C:5]1[CH:14]=[C:13]([O:15][CH:16]2[CH2:21][CH2:20][N:19]([C:22]([O:24][C:25]([CH3:28])([CH3:27])[CH3:26])=[O:23])[CH2:18][CH2:17]2)[CH:12]=[CH:11][C:6]=1[C:7]([O:9]C)=[O:8])[CH:2]=[CH2:3].[OH-].[Na+].C(O)(=O)CC(CC(O)=O)(C(O)=O)O>CO>[CH2:1]([O:4][C:5]1[CH:14]=[C:13]([O:15][CH:16]2[CH2:21][CH2:20][N:19]([C:22]([O:24][C:25]([CH3:28])([CH3:27])[CH3:26])=[O:23])[CH2:18][CH2:17]2)[CH:12]=[CH:11][C:6]=1[C:7]([OH:9])=[O:8])[CH:2]=[CH2:3] |f:1.2|. Procedure: To a stirred solution of methyl 2-allyloxy-4-(1-tertbutyloxycarbonyl-4-piperidinyloxy)benzoate (2.50 g, 6.39 mmol) from Step 1 above in methanol (40 mL) was added 2N NaOH (15.9 mL, 31.9 mmol). The reaction mixture was refluxed for 30 minutes and cooled in a ice water bath. The solution was acidified with 5% citric acid and the solvent was evaporated under reduced pressure. The residue was dissolved in EtOAC and washed with water (2×75 mL). The organic layer was dried (MgSO4), filtered, and the s... Reactants: CN1C=C(C=C(C1=O)NC1=NC(=NC=C1)C)C1=CC=NC(=C1C=O)N1C(C2=CC=3CC(CC3N2CC1)(C)C)=O (4-(1-Methyl-5-(2-methylpyrimidin-4-ylamino)-6-oxo-1,6-dihydropyridin-3-yl)-2-(4,4-dimethyl-9-oxo-1,10-diazatricyclo[6.4.0.02,6]dodeca-2(6),7-dien-10-yl)nicotinaldehyde), [BH4-].[Na+] (NaBH4). The solvent is CO.ClCCl (methanol dichloromethane). Run at time 1 hour. Yields the product OCC=1C(=NC=CC1C1=CN(C(C(=C1)NC1=NC(=NC=C1)C)=O)C)N1C(C=2N(CC1)C1=C(C2)CC(C1)(C)C)=O (2-[3′-Hydroxymethyl-1-methyl-5-(2-methyl-pyrimidin-4-ylamino)-6-oxo-1,6-dihydro-[3,4′]bipyridinyl-2′-yl]-7,7-dimethyl-3,4,7,8-tetrahydro-2H,6H-cyclopenta[4,5]pyrrolo[1,2-a]pyrazin-1-one). Isolated yield 68.5%. As a reaction SMILES: [CH3:1][N:2]1[C:7](=[O:8])[C:6]([NH:9][C:10]2[CH:15]=[CH:14][N:13]=[C:12]([CH3:16])[N:11]=2)=[CH:5][C:4]([C:17]2[C:22]([CH:23]=[O:24])=[C:21]([N:25]3[CH2:36][CH2:35][N:34]4[C:27](=[CH:28][C:29]5[CH2:30][C:31]([CH3:38])([CH3:37])[CH2:32][C:33]=54)[C:26]3=[O:39])[N:20]=[CH:19][CH:18]=2)=[CH:3]1.[BH4-].[Na+]>CO.ClCCl>[OH:24][CH2:23][C:22]1[C:21]([N:25]2[CH2:36][CH2:35][N:34]3[C:33]4[CH2:32][C:31]([CH3:37])([CH3:38])[CH2:30][C:29]=4[CH:28]=[C:27]3[C:26]2=[O:39])=[N:20][CH:19]=[CH:18][C:17]=1[C:4]1[CH:5]=[C:6]([NH:9][C:10]2[CH:15]=[CH:14][N:13]=[C:12]([CH3:16])[N:11]=2)[C:7](=[O:8])[N:2]([CH3:1])[CH:3]=1 |f:1.2,3.4|. Procedure details: To a solution of 179a (262 mg, 0.50 mmol) in methanol/dichloromethane (10/10 mL) was added NaBH4 (57 mg, 1.5 mmol) at room temperature. After the reaction was stirred for 1 h, LCMS indicated the reaction was complete. Then the mixture was concentrated under reduced pressure. The residue was diluted with water (5 mL) and dichloromethane (20 mL. The water phase was separated and extracted with dichloromethane (3×10 mL). The combined organic layer was washed with brine (30 mL), dried over Na2SO4, f... The reactants are N1(CCOCC1)C=1N=C(NC(C1)=O)CC(=O)OCC (ethyl [4-(morpholin-4-yl)-6-oxo-1,6-dihydropyrimidin-2-yl]acetate), FC=1C=C(N)C=C(C1)F (3,5-difluoroaniline). Product: FC=1C=C(C=C(C1)F)NC(CC=1NC(C=C(N1)N1CCOCC1)=O)=O (N-(3,5-difluorophenyl)-2-[4-(morpholin-4-yl)-6-oxo-1,6-dihydropyrimidin-2-yl]acetamide). Isolated yield 33.8%. RXN SMILES: [N:1]1([C:7]2[N:8]=[C:9]([CH2:14][C:15]([O:17]CC)=O)[NH:10][C:11](=[O:13])[CH:12]=2)[CH2:6][CH2:5][O:4][CH2:3][CH2:2]1.[F:20][C:21]1[CH:22]=[C:23]([CH:25]=[C:26]([F:28])[CH:27]=1)[NH2:24]>>[F:20][C:21]1[CH:22]=[C:23]([NH:24][C:15](=[O:17])[CH2:14][C:9]2[NH:10][C:11](=[O:13])[CH:12]=[C:7]([N:1]3[CH2:2][CH2:3][O:4][CH2:5][CH2:6]3)[N:8]=2)[CH:25]=[C:26]([F:28])[CH:27]=1. Procedure details: The product is prepared according to the procedure described in Example 9, using 300 mg of ethyl [4-(morpholin-4-yl)-6-oxo-1,6-dihydropyrimidin-2-yl]acetate prepared in stage 1 of Example 1 and 780 mg of 3,5-difluoroaniline in place of the 2-fluoroaniline. 133 mg of N-(3,5-difluorophenyl)-2-[4-(morpholin-4-yl)-6-oxo-1,6-dihydropyrimidin-2-yl]acetamide are obtained in the form of a white solid, the characteristics of which are the following: The reactants are C(C1=CC=CC=C1)N1CC(CC1)C(=O)OC (methyl 1-benzylpyrrolidine-3-carboxylate), [H-].[Al+3].[Li+].[H-].[H-].[H-] (lithium aluminum hydride). The solvent is O1CCCC1 (tetrahydrofuran). Run at time 1 hour. The product is C(C1=CC=CC=C1)N1CC(CC1)CO (1-Benzylpyrrolidine-3-methanol). Isolated yield 88.8%. RXN SMILES: [CH2:1]([N:8]1[CH2:12][CH2:11][CH:10]([C:13](OC)=[O:14])[CH2:9]1)[C:2]1[CH:7]=[CH:6][CH:5]=[CH:4][CH:3]=1.[H-].[Al+3].[Li+].[H-].[H-].[H-]>O1CCCC1>[CH2:1]([N:8]1[CH2:12][CH2:11][CH:10]([CH2:13][OH:14])[CH2:9]1)[C:2]1[CH:7]=[CH:6][CH:5]=[CH:4][CH:3]=1 |f:1.2.3.4.5.6|. Reported procedure: To a mixture of methyl 1-benzylpyrrolidine-3-carboxylate (11.67 g, 50 mmol) and tetrahydrofuran, at 0° C. was added lithium aluminum hydride (3.795 g, 100 mmol). The reaction was warmed to room temperature and refluxed for 24 hours. After cooling to 0° C., the reaction was quenched with saturated sodium sulfate and warmed to room temperature. Tetrahyrofuran (50 mL) and solid sodium sulfate were added to the mixture. After stirring for 1 hour, the mixture was filtered and the filtrate was concent... Starting materials: O (Water), ClC=1C(=NC=C(N1)Cl)C#N (3,5-dichloropyrazine-2-carbonitrile), Cl.NC(C(=O)N)CC(F)(F)F (2-amino-4,4,4-trifluorobutanamide hydrochloride), CCN(C(C)C)C(C)C (DIEA). Solvent: CCOC(=O)C (EtOAc), CN1CCCC1=O (NMP). The product is ClC1=C(N=CC(=N1)NC(C(=O)N)CC(F)(F)F)C#N (2-(6-chloro-5-cyanopyrazin-2-ylamino)-4,4,4-trifluorobutanamide). Isolated yield 88.1%. As a reaction SMILES: [Cl:1][C:2]1[C:3]([C:9]#[N:10])=[N:4][CH:5]=[C:6](Cl)[N:7]=1.Cl.[NH2:12][CH:13]([CH2:17][C:18]([F:21])([F:20])[F:19])[C:14]([NH2:16])=[O:15].CCN(C(C)C)C(C)C.O>CN1C(=O)CCC1.CCOC(C)=O>[Cl:1][C:2]1[N:7]=[C:6]([NH:12][CH:13]([CH2:17][C:18]([F:21])([F:20])[F:19])[C:14]([NH2:16])=[O:15])[CH:5]=[N:4][C:3]=1[C:9]#[N:10] |f:1.2|. Reported procedure: A solution of 3,5-dichloropyrazine-2-carbonitrile (50 mg, 0.287 mmol), 2-amino-4,4,4-trifluorobutanamide hydrochloride (50 mg, 0.259 mmol) and DIEA (0.150 mL, 0.862 mmol) in NMP (1 mL) was stirred at room temperature for 20 h. Water and EtOAc were added. Organic phase was separated, dried over Na2SO4, concentrated in vacuo to give 2-(6-chloro-5-cyanopyrazin-2-ylamino)-4,4,4-trifluorobutanamide (67 mg). Starting materials: CC(C)=O, CN(C)Cc1ncccc1O, CI. The product is C[N+](C)(C)Cc1ncccc1O, [I-]. As a reaction SMILES: [CH3:14][C:15](=[O:16])[CH3:17].[CH3:1][N:2]([CH3:3])[CH2:4][c:5]1[n:6][cH:7][cH:8][cH:9][c:10]1[OH:11].[I:12][CH3:13]>>[CH3:1][N+:2]([CH3:3])([CH2:4][c:5]1[n:6][cH:7][cH:8][cH:9][c:10]1[OH:11])[CH3:13].[I-:12]. The reactants are Cl (hydrochloric acid), C(C)C1=CC2=C(N(C(N(C2=O)CC(=O)C2=CC=C(C=C2)F)=O)CC2=CC=C(C=C2)C2=C(C=CC=C2)C2=NOC(N2)=O)S1 (6-ethyl-3-[2-(4-fluorophenyl)-2-oxoethyl]-1-{[2′-(5-oxo-4,5-dihydro-1,2,4-oxadiazol-3-yl)biphenyl-4-yl]methyl}thieno[2,3-d]pyrimidine-2,4(1H,3H)-dione), Cl.NOCC1=CC=CC=C1 ([(aminooxy)methyl]benzene hydrochloride), N1=CC=CC=C1 (pyridine). Run in O (water), C(Cl)(Cl)Cl (chloroform), C(C)O (ethanol). Conditions: temperature 100 celsius, time 16 hour. Yields the product C(C1=CC=CC=C1)ON=C(CN1C(N(C2=C(C1=O)C=C(S2)CC)CC2=CC=C(C=C2)C2=C(C=CC=C2)C2=NOC(N2)=O)=O)C2=CC=C(C=C2)F (3-[2-[(benzyloxy)imino]-2-(4-fluorophenyl)ethyl]-6-ethyl-1-{[2′-(5-oxo-4,5-dihydro-1,2,4-oxadiazol-3-yl)biphenyl-4-yl]methyl}thieno[2,3-d]pyrimidine-2,4(1H,3H)-dione), mixture. Isolated yield 42.0%. As a reaction SMILES: [CH2:1]([C:3]1[S:42][C:6]2[N:7]([CH2:23][C:24]3[CH:29]=[CH:28][C:27]([C:30]4[CH:35]=[CH:34][CH:33]=[CH:32][C:31]=4[C:36]4[NH:40][C:39](=[O:41])[O:38][N:37]=4)=[CH:26][CH:25]=3)[C:8](=[O:22])[N:9]([CH2:12][C:13]([C:15]3[CH:20]=[CH:19][C:18]([F:21])=[CH:17][CH:16]=3)=O)[C:10](=[O:11])[C:5]=2[CH:4]=1)[CH3:2].Cl.[NH2:44][O:45][CH2:46][C:47]1[CH:52]=[CH:51][CH:50]=[CH:49][CH:48]=1.N1C=CC=CC=1.Cl>O.C(Cl)(Cl)Cl.C(O)C>[CH2:46]([O:45][N:44]=[C:13]([C:15]1[CH:20]=[CH:19][C:18]([F:21])=[CH:17][CH:16]=1)[CH2:12][N:9]1[C:10](=[O:11])[C:5]2[CH:4]=[C:3]([CH2:1][CH3:2])[S:42][C:6]=2[N:7]([CH2:23][C:24]2[CH:29]=[CH:28][C:27]([C:30]3[CH:35]=[CH:34][CH:33]=[CH:32][C:31]=3[C:36]3[NH:40][C:39](=[O:41])[O:38][N:37]=3)=[CH:26][CH:25]=2)[C:8]1=[O:22])[C:47]1[CH:52]=[CH:51][CH:50]=[CH:49][CH:48]=1 |f:1.2|. Reported procedure: A mixture of 6-ethyl-3-[2-(4-fluorophenyl)-2-oxoethyl]-1-{[2′-(5-oxo-4,5-dihydro-1,2,4-oxadiazol-3-yl)biphenyl-4-yl]methyl}thieno[2,3-d]pyrimidine-2,4(1H,3H)-dione (0.2 g), [(aminooxy)methyl]benzene hydrochloride (0.07 g), pyridine (10 mL) and ethanol (10 mL) was stirred at 100° C. for 16 hr. To the reaction mixture were added chloroform and water, and the mixture was adjusted to pH 4 with 1N hydrochloric acid. The chloroform layer was washed with saturated brine, and dried over anhydrous magnes...